Dataset: the Open Reaction Database (ORD), a public repository of structured organic reaction records. Task: describe an organic reaction: reactants, conditions, products, and yield Reactants: resultant mixture, [N+](=[N-])=C (diazomethane), N(=O)CNC(=O)N (nitrosomethylurea), O(C1=CC=CC=C1)C=1C=C(C(=O)Cl)C(=CN1)CCC(=O)OCC (2-phenoxy-5-ethoxycarbonylethylisonicotinoyl chloride). The solvent is CCOCC (ether), CCOCC (ether). Yields the product O(C1=CC=CC=C1)C1=NC=C(C(=C1)C(C=[N+]=[N-])=O)CCC(=O)OCC (2-phenoxy-4-diazoacetyl-5-ethoxycarbonylethylpyridine). As a reaction SMILES: [N+:1](=[CH2:3])=[N-:2].N(CNC(N)=O)=O.[O:11]([C:18]1[CH:19]=[C:20]([C:24]([CH2:27][CH2:28][C:29]([O:31][CH2:32][CH3:33])=[O:30])=[CH:25][N:26]=1)[C:21](Cl)=[O:22])[C:12]1[CH:17]=[CH:16][CH:15]=[CH:14][CH:13]=1>CCOCC>[O:11]([C:18]1[CH:19]=[C:20]([C:21](=[O:22])[CH:3]=[N+:1]=[N-:2])[C:24]([CH2:27][CH2:28][C:29]([O:31][CH2:32][CH3:33])=[O:30])=[CH:25][N:26]=1)[C:12]1[CH:13]=[CH:14][CH:15]=[CH:16][CH:17]=1. Procedure details: To an ethereal solution of diazomethane prepared from nitrosomethylurea (2.0 g) and ether (25 ml), a solution of the said 2-phenoxy-5-ethoxycarbonylethylisonicotinoyl chloride (1.05 g) in anhydrous ether (10 ml) is added dropwise at 0° to 3°C, and the resultant mixture is stirred at 10° to 15°C for 1 hour. The reaction mixture is evaporated under reduced pressure to remove the ether. The residue is chromatographed on a column of neutral alumina/50 % benzene-n-hexane, whereby 2-phenoxy-4-diazoace... Reactants: C(=O)(OC(C)(C)C)N1[C@H](C(=O)O)C[C@@H](C1)N(C(=O)[C@H]1OCCC1)C1CCC(CC1)(C)C ((4S)-1-BOC-4-{(4,4-dimethylcyclohexyl)[(2S)-tetrahydrofuran-2-ylcarbonyl]amino}-L-proline), CNCC (N-methylethylamine). Yields the product C(=O)(OC(C)(C)C)N1[C@@H](C[C@@H](C1)N(C(=O)[C@H]1OCCC1)C1CCC(CC1)(C)C)C(=O)N(C)CC (BOC-(2S,4S)-4-{(4,4-dimethylcyclohexyl)[(2S) tetrahydrofuran-2-ylcarbonyl]amino}-2-{[ethyl(methyl)amino]carbonyl}pyrrolidine). Reaction SMILES: [C:1]([N:8]1[CH2:15][C@@H:14]([N:16]([CH:24]2[CH2:29][CH2:28][C:27]([CH3:31])([CH3:30])[CH2:26][CH2:25]2)[C:17]([C@@H:19]2[CH2:23][CH2:22][CH2:21][O:20]2)=[O:18])[CH2:13][C@H:9]1[C:10]([OH:12])=O)([O:3][C:4]([CH3:7])([CH3:6])[CH3:5])=[O:2].[CH3:32][NH:33][CH2:34][CH3:35]>>[C:1]([N:8]1[CH2:15][C@@H:14]([N:16]([CH:24]2[CH2:29][CH2:28][C:27]([CH3:31])([CH3:30])[CH2:26][CH2:25]2)[C:17]([C@@H:19]2[CH2:23][CH2:22][CH2:21][O:20]2)=[O:18])[CH2:13][C@H:9]1[C:10]([N:33]([CH2:34][CH3:35])[CH3:32])=[O:12])([O:3][C:4]([CH3:7])([CH3:5])[CH3:6])=[O:2]. Procedure: The title compound was prepared according to the procedure described in Step D of Example A1, using (4S)-1-BOC-4-{(4,4-dimethylcyclohexyl)[(2S)-tetrahydrofuran-2-ylcarbonyl]amino}-L-proline (0.96 g, 2.2 mmol) prepared in Step B and commercially available N-methylethylamine (0.92 g, 93%). The reactants are CC=1C=C(C=CC1N1[C@@H]2CN([C@H](C1)C2)C)N=C(N(C(=O)OC(C)(C)C)C(=O)OC(C)(C)C)N ([3-methyl-4-((1S,4S)-2-methyl-2,5-diazabicyclo[2.2.1]heptan-5-yl)phenyl][N,N-bis(tert-butoxycarbonyl)]guanidine), C(=O)(C(F)(F)F)O (TFA). The solvent is C(Cl)Cl (CH2Cl2). The product is CC=1C=C(C=CC1N1[C@@H]2CN([C@H](C1)C2)C)NC(=N)N ([3-methyl-4-((1S,4S)-2-methyl-2,5-diazabicyclo[2.2.1]heptan-5-yl)phenyl]guanidine). RXN SMILES: [CH3:1][C:2]1[CH:3]=[C:4]([N:16]=[C:17]([NH2:33])[N:18](C(OC(C)(C)C)=O)C(OC(C)(C)C)=O)[CH:5]=[CH:6][C:7]=1[N:8]1[CH2:13][C@@H:12]2[CH2:14][C@H:9]1[CH2:10][N:11]2[CH3:15].C(O)(C(F)(F)F)=O>C(Cl)Cl>[CH3:1][C:2]1[CH:3]=[C:4]([NH:16][C:17]([NH2:33])=[NH:18])[CH:5]=[CH:6][C:7]=1[N:8]1[CH2:13][C@@H:12]2[CH2:14][C@H:9]1[CH2:10][N:11]2[CH3:15]. Reported procedure: A solution of [3-methyl-4-((1S,4S)-2-methyl-2,5-diazabicyclo[2.2.1]heptan-5-yl)phenyl][N,N-bis(tert-butoxycarbonyl)]guanidine (0.100 g) in CH2Cl2 (20 mL) with TFA (5 mL) was stirred at ambient temperature for 4 h. The reaction progress was monitored by TLC (silica gel). The resulting mixture was concentrated and the lyophilized to afford [3-methyl-4-((1S,4S)-2-methyl-2,5-diazabicyclo[2.2.1]heptan-5-yl)phenyl]guanidine, as a TFA salt; LCMS: purity: 89%; MS (m/e): 260 (MH+). Reactants: CC(=O)OC1c2ccccc2Oc2ccccc21, NCCn1ccnc1, c1ccccc1. Yields the product c1ccc2c(c1)Oc1ccccc1C2NCCn1ccnc1. RXN SMILES: [C:9]([O:10][CH:13]1[c:14]2[cH:15][cH:16][cH:17][cH:18][c:19]2[O:20][c:21]2[cH:22][cH:23][cH:24][cH:25][c:26]21)(=[O:11])[CH3:12].[NH2:1][CH2:2][CH2:3][n:4]1[cH:5][n:6][cH:7][cH:8]1.[cH:27]1[cH:28][cH:29][cH:30][cH:31][cH:32]1>>[NH:1]([CH2:2][CH2:3][n:4]1[cH:5][n:6][cH:7][cH:8]1)[CH:13]1[c:14]2[cH:15][cH:16][cH:17][cH:18][c:19]2[O:20][c:21]2[cH:22][cH:23][cH:24][cH:25][c:26]21.